The task is: describe an organic reaction: reactants, conditions, products, and yield. This data is from the Open Reaction Database (ORD), a public repository of structured organic reaction records. The reactants are FC=1C=C2C=CC(=NC2=C(C1)O)C (6-fluoro-2-methylquinolin-8-ol), IC(C)C (2-iodopropane), C(=O)([O-])[O-].[K+].[K+] (K2CO3), O (Water). Run in CC(=O)C (acetone). Conditions: temperature 70 celsius. The product is FC=1C=C2C=CC(=NC2=C(C1)OC(C)C)C (6-fluoro-8-isopropoxy-2-methylquinoline). Isolated yield 89.6%. Reaction SMILES: [F:1][C:2]1[CH:3]=[C:4]2[C:9](=[C:10]([OH:12])[CH:11]=1)[N:8]=[C:7]([CH3:13])[CH:6]=[CH:5]2.I[CH:15]([CH3:17])[CH3:16].C([O-])([O-])=O.[K+].[K+].O>CC(C)=O>[F:1][C:2]1[CH:3]=[C:4]2[C:9](=[C:10]([O:12][CH:15]([CH3:17])[CH3:16])[CH:11]=1)[N:8]=[C:7]([CH3:13])[CH:6]=[CH:5]2 |f:2.3.4|. Reported procedure: To 6-fluoro-2-methylquinolin-8-ol (1.0 g, 5.6 mmol) in acetone (20 mL) were added 2-iodopropane (1.9 g, 11 mmol) and K2CO3 (2.3 g, 17 mmol). The reaction was heated to 70° C. for 20 hours in a sealed tube and then cooled. Water was added and the aqueous phase was extracted with DCM. The combined organic phases were washed with brine, dried with MgSO4, filtered and concentrated under reduced pressure to yield 6-fluoro-8-isopropoxy-2-methylquinoline (1.1 g, 89% yield) as a dark oil. Starting materials: CCCCCCCCCCc1csc2c1sc1c(Br)csc12, C1CCOC1, CC(C)NC(C)C, O=CN1CCCCC1, [Li]CCCC. The product is CCCCCCCCCCc1csc2c1sc1c(Br)c(C=O)sc12. As a reaction SMILES: [Br:13][c:14]1[cH:15][s:16][c:17]2[c:18]3[c:19]([s:20][c:21]12)[c:22]([CH2:25][CH2:26][CH2:27][CH2:28][CH2:29][CH2:30][CH2:31][CH2:32][CH2:33][CH3:34])[cH:23][s:24]3.[CH2:43]1[O:44][CH2:45][CH2:46][CH2:47]1.[CH:1]([NH:2][CH:3]([CH3:4])[CH3:5])([CH3:6])[CH3:7].[CH:35](=[O:36])[N:37]1[CH2:38][CH2:39][CH2:40][CH2:41][CH2:42]1.[Li:8][CH2:9][CH2:10][CH2:11][CH3:12]>>[Br:13][c:14]1[c:15]([CH:35]=[O:36])[s:16][c:17]2[c:18]3[c:19]([s:20][c:21]12)[c:22]([CH2:25][CH2:26][CH2:27][CH2:28][CH2:29][CH2:30][CH2:31][CH2:32][CH2:33][CH3:34])[cH:23][s:24]3. Product: Cc1cc(C)c2c(c1)C(=O)CCCN2C(=O)OCc1ccccc1. RXN SMILES: [C:23](=[O:24])([O-:25])[O-:26].[CH3:16][CH:17]1[CH2:18][CH2:19][CH2:20][O:21]1.[CH3:2][c:3]1[cH:4][c:5]2[c:6]([c:13]([CH3:15])[cH:14]1)[NH:7][CH2:8][CH2:9][CH2:10][C:11]2=[O:12].[Cl:29][C:30](=[O:31])[O:32][CH2:33][c:34]1[cH:35][cH:36][cH:37][cH:38][cH:39]1.[ClH:1].[ClH:40].[Na+:27].[Na+:28].[OH2:22]>>[CH3:2][c:3]1[cH:4][c:5]2[c:6]([c:13]([CH3:15])[cH:14]1)[N:7]([C:30](=[O:31])[O:32][CH2:33][c:34]1[cH:35][cH:36][cH:37][cH:38][cH:39]1)[CH2:8][CH2:9][CH2:10][C:11]2=[O:12]. Reactants: O=C([O-])[O-], CC1CCCO1, Cc1cc(C)c2c(c1)C(=O)CCCN2, O=C(Cl)OCc1ccccc1, Cl, Cl, [Na+], [Na+], O.